This data is from the Open Reaction Database (ORD), a public repository of structured organic reaction records. The task is: describe an organic reaction: reactants, conditions, products, and yield Isolated yield 56.4%. Reported procedure: 1.83 g (15.1 mmol) of 3-ethyl-4-methylpyridine and 3.53 g (15.1 mmol) of 1-bromo-3-(4-chlorophenyl)-propane were reacted in the same manner as in Example 26. The reaction product was purified to obtain 2.33 g of the desired compound (yield: 56.3%). Starting materials: C(C)C=1C=NC=CC1C (3-ethyl-4-methylpyridine), BrCCCC1=CC=C(C=C1)Cl (1-bromo-3-(4-chlorophenyl)-propane). Yields the product ClC1=CC=C(C=C1)CCCCC1=C(C=NC=C1)CC (1-(4-chlorophenyl)-4-(3-ethyl-4-pyridyl)butane). As a reaction SMILES: [CH2:1]([C:3]1[CH:4]=[N:5][CH:6]=[CH:7][C:8]=1[CH3:9])[CH3:2].Br[CH2:11][CH2:12][CH2:13][C:14]1[CH:19]=[CH:18][C:17]([Cl:20])=[CH:16][CH:15]=1>>[Cl:20][C:17]1[CH:18]=[CH:19][C:14]([CH2:13][CH2:12][CH2:11][CH2:9][C:8]2[CH:7]=[CH:6][N:5]=[CH:4][C:3]=2[CH2:1][CH3:2])=[CH:15][CH:16]=1. Starting materials: ClC(=O)OC1=CC=C(C=C1)N1C(CC(CC1=O)(C)C)=O (4-(4,4-dimethyl-2,6-dioxo-piperidin-1-yl)-phenyl chloroformate), COC1=CC=C(CN2CCNCC2)C=C1 (1-(4-methoxybenzyl)-piperazine). Product: CC1(CC(N(C(C1)=O)C1=CC=C(C=C1)OC(=O)N1CCN(CC1)CC1=CC=C(C=C1)OC)=O)C (4-(4-Methoxy-benzyl)-piperazine-1-carboxylic acid 4-(4,4-dimethyl-2,6-dioxo-piperidin-1-yl)-phenyl ester). As a reaction SMILES: Cl[C:2]([O:4][C:5]1[CH:10]=[CH:9][C:8]([N:11]2[C:16](=[O:17])[CH2:15][C:14]([CH3:19])([CH3:18])[CH2:13][C:12]2=[O:20])=[CH:7][CH:6]=1)=[O:3].[CH3:21][O:22][C:23]1[CH:35]=[CH:34][C:26]([CH2:27][N:28]2[CH2:33][CH2:32][NH:31][CH2:30][CH2:29]2)=[CH:25][CH:24]=1>>[CH3:18][C:14]1([CH3:19])[CH2:15][C:16](=[O:17])[N:11]([C:8]2[CH:9]=[CH:10][C:5]([O:4][C:2]([N:31]3[CH2:30][CH2:29][N:28]([CH2:27][C:26]4[CH:34]=[CH:35][C:23]([O:22][CH3:21])=[CH:24][CH:25]=4)[CH2:33][CH2:32]3)=[O:3])=[CH:6][CH:7]=2)[C:12](=[O:20])[CH2:13]1. Reported procedure: The title compound was prepared from 4-(4,4-dimethyl-2,6-dioxo-piperidin-1-yl)-phenyl chloroformate and 1-(4-methoxybenzyl)-piperazine, preparative HPLC (Method C) (54%, white crystals). HPLC-MS m/z=466.3 (M+1), Rt: 2.26 min. The reactants are CCN(C(C)C)C(C)C, O=[N+]([O-])c1cc(F)c(F)c(F)c1, O=C1CNCN1, CN(C)C=O. Yields the product O=C1CN(c2c(F)cc([N+](=O)[O-])cc2F)CN1. As a reaction SMILES: [CH:19]([N:20]([CH:21]([CH3:22])[CH3:23])[CH2:24][CH3:25])([CH3:26])[CH3:27].[F:7][c:8]1[cH:9][c:10]([N+:16](=[O:17])[O-:18])[cH:11][c:12]([F:15])[c:13]1[F:14].[NH:1]1[CH2:2][NH:3][C:4](=[O:6])[CH2:5]1.[O:28]=[CH:29][N:30]([CH3:31])[CH3:32]>>[N:1]1([c:13]2[c:8]([F:7])[cH:9][c:10]([N+:16](=[O:17])[O-:18])[cH:11][c:12]2[F:15])[CH2:2][NH:3][C:4](=[O:6])[CH2:5]1. Solvent: C1CCOC1 (THF). Product: C1(CC1)CCOC=1C=C2CCCC(C2=CC1)=O (6-(2-cyclopropylethoxy)-1,2,3,4-tetrahydronaphthalen-1-one). Reported procedure: To a suspension of 6-hydroxy-3,4-dihydro-1(2H)-naphthalenone (1.0 g, 6.0 mmol), 2-cyclopropylethanol (640 mg, 7.0 mmol) and triphenylphosphine (3.25 g, 12 mmol) in THF (100 mL) was added DEAD (2.13 g, 12 mmol) at 0° C. The reaction was stirred at rt overnight. The solution was concentrated and purified by silica gel chromatography (PE:EtOAc=12:1) to give 470 mg (33%) of the title compound as a red oil. 1H NMR (300 MHz, CDCl3): δ 0.13-0.15 (2H, m), 0.50-0.52 (2H, m), 0.86-0.93 (1H, m), 1.68-1.74 ... Isolated yield 34.0%. The reactants are CCOC(=O)/N=N/C(=O)OCC (DEAD), OC=1C=C2CCCC(C2=CC1)=O (6-hydroxy-3,4-dihydro-1(2H)-naphthalenone), C1(CC1)CCO (2-cyclopropylethanol), C1(=CC=CC=C1)P(C1=CC=CC=C1)C1=CC=CC=C1 (triphenylphosphine). Run at time 8 hour. Reaction SMILES: [OH:1][C:2]1[CH:3]=[C:4]2[C:9](=[CH:10][CH:11]=1)[C:8](=[O:12])[CH2:7][CH2:6][CH2:5]2.[CH:13]1([CH2:16][CH2:17]O)[CH2:15][CH2:14]1.C1(P(C2C=CC=CC=2)C2C=CC=CC=2)C=CC=CC=1.CCOC(/N=N/C(OCC)=O)=O>C1COCC1>[CH:13]1([CH2:16][CH2:17][O:1][C:2]2[CH:3]=[C:4]3[C:9](=[CH:10][CH:11]=2)[C:8](=[O:12])[CH2:7][CH2:6][CH2:5]3)[CH2:15][CH2:14]1. Starting materials: O=C([O-])[O-], CS(C)=O, [K+], [K+], COc1cc(-c2csc3c(C#N)cnc(N)c23)ccc1NC(=O)c1cc2ccccc2n1C, OO. The product is COc1cc(-c2csc3c(C(N)=O)cnc(N)c23)ccc1NC(=O)c1cc2ccccc2n1C. Reaction SMILES: [C:34]([O-:35])(=[O:36])[O-:37].[CH3:42][S:43]([CH3:44])=[O:45].[K+:38].[K+:39].[NH2:1][c:2]1[n:3][cH:4][c:5]([C:32]#[N:33])[c:6]2[c:7]1[c:8](-[c:11]1[cH:12][c:13]([O:30][CH3:31])[c:14]([NH:17][C:18](=[O:19])[c:20]3[n:21]([CH3:29])[c:22]4[cH:23][cH:24][cH:25][cH:26][c:27]4[cH:28]3)[cH:15][cH:16]1)[cH:9][s:10]2.[OH:40][OH:41]>>[NH2:1][c:2]1[n:3][cH:4][c:5]([C:32]([NH2:33])=[O:35])[c:6]2[c:7]1[c:8](-[c:11]1[cH:12][c:13]([O:30][CH3:31])[c:14]([NH:17][C:18](=[O:19])[c:20]3[n:21]([CH3:29])[c:22]4[cH:23][cH:24][cH:25][cH:26][c:27]4[cH:28]3)[cH:15][cH:16]1)[cH:9][s:10]2. The reactants are CC(C)(C)OC(=O)Nc1nnc(CSc2ccc(Cl)cc2N)[nH]1, c1ccncc1, O=S(=O)(Cl)c1cc2ccccc2o1. Product: CC(C)(C)OC(=O)Nc1nnc(CSc2ccc(Cl)cc2NS(=O)(=O)c2cc3ccccc3o2)[nH]1. As a reaction SMILES: [NH2:1][c:2]1[c:3]([S:9][CH2:10][c:11]2[nH:12][c:13]([NH:16][C:17]([O:18][C:19]([CH3:20])([CH3:21])[CH3:22])=[O:23])[n:14][n:15]2)[cH:4][cH:5][c:6]([Cl:8])[cH:7]1.[cH:37]1[cH:38][cH:39][n:40][cH:41][cH:42]1.[o:24]1[c:25]([S:33](=[O:34])(=[O:35])[Cl:36])[cH:26][c:27]2[c:28]1[cH:29][cH:30][cH:31][cH:32]2>>[NH:1]([c:2]1[c:3]([S:9][CH2:10][c:11]2[nH:12][c:13]([NH:16][C:17]([O:18][C:19]([CH3:20])([CH3:21])[CH3:22])=[O:23])[n:14][n:15]2)[cH:4][cH:5][c:6]([Cl:8])[cH:7]1)[S:33]([c:25]1[o:24][c:28]2[c:27]([cH:26]1)[cH:32][cH:31][cH:30][cH:29]2)(=[O:34])=[O:35]. Starting materials: O=C(/C=C/[C@@H]1[C@H]2CC(O[C@H]2CC1)=O)CCC#CC ((1S,5R,6R)-6-[(E)-3-oxo-1-octen-6-ynyl]-2-oxabicyclo[3,3,0]octan-3-one), C[Mg]Br (methylmagnesium bromide). The product is OC(/C=C/[C@@H]1[C@H]2CC(O[C@H]2CC1)=O)(CCC#CC)C ((1S,5R,6R)-6-[(E)-(3RS)-3-Hydroxy-3-methyl-1-octen-6-ynyl]-2-oxabicyclo[3,3,0]octan-3-one). As a reaction SMILES: [O:1]=[C:2]([CH2:14][CH2:15][C:16]#[C:17][CH3:18])/[CH:3]=[CH:4]/[C@H:5]1[CH2:12][CH2:11][C@H:10]2[C@@H:6]1[CH2:7][C:8](=[O:13])[O:9]2.[CH3:19][Mg]Br>>[OH:1][C:2]([CH3:19])([CH2:14][CH2:15][C:16]#[C:17][CH3:18])/[CH:3]=[CH:4]/[C@H:5]1[CH2:12][CH2:11][C@H:10]2[C@@H:6]1[CH2:7][C:8](=[O:13])[O:9]2. Reported procedure: Analogously to Example 7(a), 8 g. of (1S,5R,6R)-6-[(E)-3-oxo-1-octen-6-ynyl]-2-oxabicyclo[3,3,0]octan-3-one [preparation see Example 13(a)] is reacted with methylmagnesium bromide, thus obtaining 6.8 g. of the title compound as a colorless oil.